From a dataset of the Open Reaction Database (ORD), a public repository of structured organic reaction records. describe an organic reaction: reactants, conditions, products, and yield Procedure details: 2-Chloro-5H-benzo[c][1,8]naphthyridin-6-one (50 mg, 0.22 mmol), aniline (40 mg, 0.43 mmol), palladium(II) acetate (2 mg, 0.01 mmol), 2-dicyclohexylphosphino-2′,4′,6′-triisopropylbiphenyl (10 mg, 0.02 mmol), and sodium tert-butoxide (63 mg, 0.65 mmol) were suspended in dioxane (2 mL), and stirred overnight at 100° C. The reaction mixture was diluted with MeOH, filtered through a membrane plug, and purified via prep-LC-MS to provide 11 (39 mg, 63% yield) as a white solid. LC-MS (M+H=288, obsd.=288... Run at temperature 100 celsius, time 8 hour. Yields the product COC(C1=C(C=CC=C1)C=1C=C2C3=C(C(NC2=NC1)=O)C=CC=C3)=O (2-(6-Oxo-5,6-dihydro-benzo[c][1,8]naphthyridin-2-yl)-benzoic acid methyl ester). Yield: 63.0%. RXN SMILES: Cl[C:2]1[CH:3]=[C:4]2[C:9](=[N:10][CH:11]=1)[NH:8][C:7](=[O:12])[C:6]1[CH:13]=[CH:14][CH:15]=[CH:16][C:5]2=1.N[C:18]1[CH:23]=[CH:22][CH:21]=[CH:20][CH:19]=1.C1(P(C2CCCCC2)C2C=CC=CC=2C2C(C(C)C)=CC(C(C)C)=CC=2C(C)C)CCCCC1.C[C:59](C)([O-:61])C.[Na+].[O:64]1CCOC[CH2:65]1>CO.C([O-])(=O)C.[Pd+2].C([O-])(=O)C>[CH3:65][O:64][C:59](=[O:61])[C:18]1[CH:23]=[CH:22][CH:21]=[CH:20][C:19]=1[C:2]1[CH:3]=[C:4]2[C:9](=[N:10][CH:11]=1)[NH:8][C:7](=[O:12])[C:6]1[CH:13]=[CH:14][CH:15]=[CH:16][C:5]2=1 |f:3.4,7.8.9|. Reagents/catalysts: C(C)(=O)[O-].[Pd+2].C(C)(=O)[O-] (palladium(II) acetate). The solvent is CO (MeOH). Starting materials: O1CCOCC1 (dioxane), ClC=1C=C2C3=C(C(NC2=NC1)=O)C=CC=C3 (2-Chloro-5H-benzo[c][1,8]naphthyridin-6-one), CC(C)([O-])C.[Na+] (sodium tert-butoxide), NC1=CC=CC=C1 (aniline), C1(CCCCC1)P(C1=C(C=CC=C1)C1=C(C=C(C=C1C(C)C)C(C)C)C(C)C)C1CCCCC1 (2-dicyclohexylphosphino-2′,4′,6′-triisopropylbiphenyl). The reactants are BrC=1C=C(C=CC1)NC1=NC=NC2=CC(=C(C=C12)O)OC (4-(3-bromo-phenylamino)-7-methoxy-quinazolin-6-ol), C(=O)([O-])[O-].[K+].[K+] (K2CO3), C(C=C)Br (allyl bromide). Solvent: CC(=O)C (acetone). Run at temperature 90 celsius, time 4 hour. Product: C(C=C)OC=1C=C2C(=NC=NC2=CC1OC)NC1=CC(=CC=C1)Br ((6-allyloxy-7-methoxy-quinazolin-4-yl)-(3-bromo-phenyl)-amine). Reaction SMILES: [Br:1][C:2]1[CH:3]=[C:4]([NH:8][C:9]2[C:18]3[C:13](=[CH:14][C:15]([O:20][CH3:21])=[C:16]([OH:19])[CH:17]=3)[N:12]=[CH:11][N:10]=2)[CH:5]=[CH:6][CH:7]=1.C([O-])([O-])=O.[K+].[K+].[CH2:28](Br)[CH:29]=[CH2:30]>CC(C)=O>[CH2:30]([O:19][C:16]1[CH:17]=[C:18]2[C:13](=[CH:14][C:15]=1[O:20][CH3:21])[N:12]=[CH:11][N:10]=[C:9]2[NH:8][C:4]1[CH:5]=[CH:6][CH:7]=[C:2]([Br:1])[CH:3]=1)[CH:29]=[CH2:28] |f:1.2.3|. Procedure: To a solution of 4-(3-bromo-phenylamino)-7-methoxy-quinazolin-6-ol (1.24 g, 3.58 mmol) (from Example 17, Step B, supra) in acetone (250 mL) was added K2CO3 (0.99 g, 7.16 mmol), and allyl bromide (1.55 mL, 17.9 mmol) (Aldrich). The reaction mixture was heated with stirring at 90° C. for 4 hours. The mixture was cooled to room temperature, filtered and the filtrate was concentrated. The residue was purified by chromatography using EtOAc/CH2Cl2/Et3N (2:3:0.02) as eluent to give the desired (6-allyl... Reactants: [OH-].[Na+] (NaOH), Cl (HCl), C(C)OC(CC(=O)C1CC(N(CC1)C(=O)OCC1=CC=CC=C1)C1=NN=NN1C)=O (Benzyl 4-(3-ethoxy-3-oxopropanoyl)-2-(1-methyl-1H-tetrazol-5-yl)piperidine-1-carboxylate), NO (Hydroxylamine). Solvent: O (water), CO (MeOH). Run at temperature -40 celsius, time 40 minute. Product: CN1N=NN=C1C1N(CCC(C1)C1=CC(NO1)=O)C(=O)OCC1=CC=CC=C1 (Benzyl 2-(1-methyl-1H-tetrazol-5-yl)-4-(3-oxo-2,3-dihydroisoxazol-5-yl)piperidine-1-carboxylate). The yield is 55.7%. RXN SMILES: C([O:3][C:4](=O)[CH2:5][C:6]([CH:8]1[CH2:13][CH2:12][N:11]([C:14]([O:16][CH2:17][C:18]2[CH:23]=[CH:22][CH:21]=[CH:20][CH:19]=2)=[O:15])[CH:10]([C:24]2[N:28]([CH3:29])[N:27]=[N:26][N:25]=2)[CH2:9]1)=[O:7])C.[OH-].[Na+].[NH2:33]O.Cl>CO.O>[CH3:29][N:28]1[C:24]([CH:10]2[CH2:9][CH:8]([C:6]3[O:7][NH:33][C:4](=[O:3])[CH:5]=3)[CH2:13][CH2:12][N:11]2[C:14]([O:16][CH2:17][C:18]2[CH:19]=[CH:20][CH:21]=[CH:22][CH:23]=2)=[O:15])=[N:25][N:26]=[N:27]1 |f:1.2|. Reported procedure: Benzyl 4-(3-ethoxy-3-oxopropanoyl)-2-(1-methyl-1H-tetrazol-5-yl)piperidine-1-carboxylate (0.947 g, 2.28 mmol) was dissolved in MeOH (10 mL) and cooled to −40° C. 3.8 M NaOH (0.600 mL, 2.28 mmol) dissolved in water (1 mL) was added and the reaction stirred at −40° C. for 40 min. Hydroxylamine (50% by weight in water, 0.140 mL, 2.28 mmol) was added and stirring continued for 3.5 h at −40° C. The reaction mixture was then added to a preheated 80° C. warm solution of 6 M HCl (11.40 mL, 68.38 mmol) a... Starting materials: NC=1C=C(C=CC1)C(C)NC1=NC=NC2=C(C=CC=C12)C(=O)N (4-{[1-(3-aminophenyl)ethyl]amino}quinazoline-8-carboxamide), ClC=1OC(=CN1)C(=O)OCC (ethyl 2-chloro-1,3-oxazole-5-carboxylate). Product: C(C)OC(=O)C1=CN=C(O1)NC1=CC(=CC=C1)C(C)NC1=NC=NC2=C(C=CC=C12)C(N)=O (2-{3-[1-(8-Carbamoyl-quinazolin-4-ylamino)-ethyl]-phenylamino}-oxazole-5-carboxylic acid ethyl ester). RXN SMILES: [NH2:1][C:2]1[CH:3]=[C:4]([CH:8]([NH:10][C:11]2[C:20]3[C:15](=[C:16]([C:21]([NH2:23])=[O:22])[CH:17]=[CH:18][CH:19]=3)[N:14]=[CH:13][N:12]=2)[CH3:9])[CH:5]=[CH:6][CH:7]=1.Cl[C:25]1[O:26][C:27]([C:30]([O:32][CH2:33][CH3:34])=[O:31])=[CH:28][N:29]=1>>[CH2:33]([O:32][C:30]([C:27]1[O:26][C:25]([NH:1][C:2]2[CH:7]=[CH:6][CH:5]=[C:4]([CH:8]([NH:10][C:11]3[C:20]4[C:15](=[C:16]([C:21](=[O:22])[NH2:23])[CH:17]=[CH:18][CH:19]=4)[N:14]=[CH:13][N:12]=3)[CH3:9])[CH:3]=2)=[N:29][CH:28]=1)=[O:31])[CH3:34]. Procedure: 2-{3-[1-(8-Carbamoyl-quinazolin-4-ylamino)-ethyl]-phenylamino}-oxazole-5-carboxylic acid ethyl ester was prepared according to Example 549 starting 4-{[1-(3-aminophenyl)ethyl]amino}quinazoline-8-carboxamide and ethyl 2-chloro-1,3-oxazole-5-carboxylate. LCMS (M+1) 447. Starting materials: CI, CN(C)C=O, [H-], [Na+], [Na+], O=C([O-])O, c1cncc(-c2cc3ccccc3[nH]2)c1. Yields the product Cn1c(-c2cccnc2)cc2ccccc21. As a reaction SMILES: [CH3:18][I:19].[CH3:25][N:26]([CH3:27])[CH:28]=[O:29].[H-:16].[Na+:17].[Na+:20].[OH:21][C:22](=[O:23])[O-:24].[n:1]1[cH:2][c:3](-[c:7]2[nH:8][c:9]3[cH:10][cH:11][cH:12][cH:13][c:14]3[cH:15]2)[cH:4][cH:5][cH:6]1>>[n:1]1[cH:2][c:3](-[c:7]2[n:8]([CH3:22])[c:9]3[cH:10][cH:11][cH:12][cH:13][c:14]3[cH:15]2)[cH:4][cH:5][cH:6]1. The reactants are CC(=O)O, CC(=Cc1ccc(S(C)(=O)=O)c(F)c1)[N+](=O)[O-], [Fe], O. Product: CC(=O)Cc1ccc(S(C)(=O)=O)c(F)c1. As a reaction SMILES: [CH3:19][C:20](=[O:21])[OH:22].[F:1][c:2]1[c:3]([S:14](=[O:15])(=[O:16])[CH3:17])[cH:4][cH:5][c:6]([CH:8]=[C:9]([CH3:10])[N+:11]([O-:12])=[O:13])[cH:7]1.[Fe:23].[OH2:18]>>[F:1][c:2]1[c:3]([S:14](=[O:15])(=[O:16])[CH3:17])[cH:4][cH:5][c:6]([CH2:8][C:9]([CH3:10])=[O:18])[cH:7]1.